This data is from the Open Reaction Database (ORD), a public repository of structured organic reaction records. The task is: describe an organic reaction: reactants, conditions, products, and yield Starting materials: [C-]#N, [C-]#N, COc1ccc(C(=O)Cl)cc1, N#C[K], [Zn+2]. Product: COc1ccc(C(=O)C#N)cc1. As a reaction SMILES: [C-:15]#[N:16].[C-:18]#[N:19].[CH3:1][O:2][c:3]1[cH:4][cH:5][c:6]([C:7](=[O:8])[Cl:9])[cH:10][cH:11]1.[K:12][C:13]#[N:14].[Zn+2:17]>>[CH3:1][O:2][c:3]1[cH:4][cH:5][c:6]([C:7](=[O:8])[C:13]#[N:14])[cH:10][cH:11]1. Starting materials: CO, CCOC(C)=O, [K+], [K+], COP(=O)(OC)C(=[N+]=[N-])C(C)=O, O=C([O-])[O-], O=CCCc1ccc(CO)cc1. Product: C#CCCc1ccc(CO)cc1. Reaction SMILES: [CH3:31][OH:32].[CH3:33][CH2:34][O:35][C:36]([CH3:37])=[O:38].[K+:1].[K+:2].[N+:19](=[C:20]([P:21](=[O:22])([O:23][CH3:24])[O:25][CH3:26])[C:27](=[O:28])[CH3:29])=[N-:30].[O-:3][C:4]([O-:5])=[O:6].[OH:7][CH2:8][c:9]1[cH:10][cH:11][c:12]([CH2:15][CH2:16][CH:17]=[O:18])[cH:13][cH:14]1>>[CH:4]#[C:17][CH2:16][CH2:15][c:12]1[cH:11][cH:10][c:9]([CH2:8][OH:7])[cH:14][cH:13]1. The reactants are NCCCOC=1C=C(C=CC1)C1=CC=C(C=C1)CNC=1N([C@H]2[C@H](O)[C@H](O)[C@@H](CO)O2)C=2N=CN=C(C2N1)N (8-[3′-(3-Aminopropoxy)biphenyl-4-ylmethylamino]-adenosine), C(C1=CC=CC=C1)OC(=O)NC(=N)N1N=CC=C1 (N-benzyloxycarbonyl-1H-pyrazole-1-carboxamidine). Reagents/catalysts: [Pd] (palladium on carbon). Run in O1CCCC1 (tetrahydrofuran), CO (methanol). Run at temperature 60 celsius, time 24 hour. Yields the product N(C(=N)N)CCCOC=1C=C(C=CC1)C1=CC=C(C=C1)CNC=1N([C@H]2[C@H](O)[C@H](O)[C@@H](CO)O2)C=2N=CN=C(C2N1)N (8-[3′-(3-Guanidinopropoxy)biphenyl-4-ylmethylamino]-adenosine). The yield is 23.1%. Reaction SMILES: [NH2:1][CH2:2][CH2:3][CH2:4][O:5][C:6]1[CH:7]=[C:8]([C:12]2[CH:17]=[CH:16][C:15]([CH2:18][NH:19][C:20]3[N:21]([C:31]4[N:32]=[CH:33][N:34]=[C:35]([NH2:38])[C:36]=4[N:37]=3)[C@@H:22]3[O:30][C@H:27]([CH2:28][OH:29])[C@@H:25]([OH:26])[C@H:23]3[OH:24])=[CH:14][CH:13]=2)[CH:9]=[CH:10][CH:11]=1.C(OC([NH:49][C:50](N1C=CC=N1)=[NH:51])=O)C1C=CC=CC=1>O1CCCC1.[Pd].CO>[NH:1]([CH2:2][CH2:3][CH2:4][O:5][C:6]1[CH:7]=[C:8]([C:12]2[CH:17]=[CH:16][C:15]([CH2:18][NH:19][C:20]3[N:21]([C:31]4[N:32]=[CH:33][N:34]=[C:35]([NH2:38])[C:36]=4[N:37]=3)[C@@H:22]3[O:30][C@H:27]([CH2:28][OH:29])[C@@H:25]([OH:26])[C@H:23]3[OH:24])=[CH:14][CH:13]=2)[CH:9]=[CH:10][CH:11]=1)[C:50]([NH2:51])=[NH:49]. Reported procedure: 8-[3′-(3-Aminopropoxy)biphenyl-4-ylmethylamino]-adenosine (0.2 g) was suspended in tetrahydrofuran (2 mL), N-benzyloxycarbonyl-1H-pyrazole-1-carboxamidine (0.47 g) was added, and the resulting mixture was stirred at 60° C. for 24 hours. The reaction mixture was concentrated under reduced pressure and the residue obtained was purified by column chromatography on aminopropylated silica gel (eluent: ethyl acetate/methanol=8/1-6/1). A mixture of the compound obtained and 10% palladium on carbon (43....